Dataset: the Open Reaction Database (ORD), a public repository of structured organic reaction records. Task: describe an organic reaction: reactants, conditions, products, and yield The product is CCOC(=O)C1=Cc2cc(Cl)ccc2NC1C(F)(F)F. Starting materials: O=C([O-])[O-], CCOC(=O)C=CC(F)(F)F, [K+], [K+], Nc1ccc(Cl)cc1C=O. RXN SMILES: [C:11](=[O:12])([O-:13])[O-:14].[F:17][C:18]([CH:19]=[CH:20][C:21](=[O:22])[O:23][CH2:24][CH3:25])([F:26])[F:27].[K+:15].[K+:16].[NH2:1][c:2]1[c:3]([CH:4]=[O:5])[cH:6][c:7]([Cl:10])[cH:8][cH:9]1>>[NH:1]1[c:2]2[c:3]([cH:6][c:7]([Cl:10])[cH:8][cH:9]2)[CH:4]=[C:20]([C:21](=[O:22])[O:23][CH2:24][CH3:25])[CH:19]1[C:18]([F:17])([F:26])[F:27]. Starting materials: COc1ccc(B(O)O)cc1C(=O)O, O=C([O-])[O-], [Cs+], [Cs+], CNC(=O)c1c(-c2ccc(F)cc2)oc2ccc(OS(=O)(=O)C(F)(F)F)cc12, C1COCCO1, O. Yields the product CNC(=O)c1c(-c2ccc(F)cc2)oc2ccc(-c3ccc(OC)c(C(=O)O)c3)cc12. As a reaction SMILES: [B:29]([OH:30])([OH:31])[c:32]1[cH:33][cH:34][c:35]([O:41][CH3:42])[c:36]([C:37](=[O:38])[OH:39])[cH:40]1.[C:43](=[O:44])([O-:45])[O-:46].[Cs+:47].[Cs+:48].[F:1][C:2]([F:3])([F:4])[S:5]([O:6][c:7]1[cH:8][cH:9][c:10]2[c:11]([c:12]([C:22]([NH:23][CH3:24])=[O:25])[c:13](-[c:15]3[cH:16][cH:17][c:18]([F:21])[cH:19][cH:20]3)[o:14]2)[cH:26]1)(=[O:27])=[O:28].[O:49]1[CH2:50][CH2:51][O:52][CH2:53][CH2:54]1.[OH2:55]>>[c:7]1(-[c:32]2[cH:33][cH:34][c:35]([O:41][CH3:42])[c:36]([C:37](=[O:38])[OH:39])[cH:40]2)[cH:8][cH:9][c:10]2[c:11]([c:12]([C:22]([NH:23][CH3:24])=[O:25])[c:13](-[c:15]3[cH:16][cH:17][c:18]([F:21])[cH:19][cH:20]3)[o:14]2)[cH:26]1. The solvent is CN(C=O)C (dimethylformamide), CN(C=O)C (dimethylformamide), CN(C=O)C (dimethylformamide). As a reaction SMILES: [H-].[Na+].C1(C(C2C=CC=CC=2)=[N:10][CH2:11][C:12]([O:14][CH2:15][CH3:16])=[O:13])C=CC=CC=1.Cl[C:24]1[C:29]([Cl:30])=[CH:28][C:27]([Cl:31])=[CH:26][N:25]=1.Cl>CN(C)C=O>[Cl:30][C:29]1[C:24]([CH:11]([C:12]([O:14][CH2:15][CH3:16])=[O:13])[NH2:10])=[N:25][CH:26]=[C:27]([Cl:31])[CH:28]=1 |f:0.1|. Run at time 20 minute. The product is ClC=1C(=NC=C(C1)Cl)C(N)C(=O)OCC (Ethyl 2-(3,5-dichloro-2-pyridyl)glycinate). The reactants are ClC1=NC=C(C=C1Cl)Cl (2,3,5-Trichloropyridine), [H-].[Na+] (sodium hydride), C1(=CC=CC=C1)C(=NCC(=O)OCC)C1=CC=CC=C1 (ethyl N-(diphenylmethylene)glycinate), Cl (hydrochloric acid). Procedure: To a stirred solution of sodium hydride (0.445 g) in dry dimethylformamide (4 ml) at 0° C. was added ethyl N-(diphenylmethylene)glycinate (1.485 g) in dry dimethylformamide (3 ml) and stirring was continued for 20 minutes. 2,3,5-Trichloropyridine (1.58 g) in dry dimethylformamide (4 ml) was then added dropwise over 10 mins at 5° C. and the reaction mixture was stirred for 2 hours at room temperature. 2M hydrochloric acid (25 ml) was added and stirring continued for 2 hours. The solution was wash... Reactants: SiO2, C1(=CC=C(C=C1)S(=O)(=O)O)C (4-toluenesulfonic acid), C(C)(=O)OC1=CC(=C(OCC(=O)OCC)C(=C1)C1=CC=CC=C1)C1=CC=CC=C1 (Ethyl 4-acetoxy-2,6-diphenylphenoxyacetate). The solvent is CC(=O)C (acetone), C1(=CC=CC=C1)C (toluene). Run at temperature 100 celsius. Product: C(C)OC(COC1=C(C=C(C=C1C1=CC=CC=C1)O)C1=CC=CC=C1)=O ((2,6-diphenyl-4-hydroxy-phenoxy)-acetic acid ethyl ester). Yield: 55.9%. As a reaction SMILES: C([O:4][C:5]1[CH:17]=[C:16]([C:18]2[CH:23]=[CH:22][CH:21]=[CH:20][CH:19]=2)[C:8]([O:9][CH2:10][C:11]([O:13][CH2:14][CH3:15])=[O:12])=[C:7]([C:24]2[CH:29]=[CH:28][CH:27]=[CH:26][CH:25]=2)[CH:6]=1)(=O)C.C1(C)C=CC(S(O)(=O)=O)=CC=1>C1(C)C=CC=CC=1.CC(C)=O>[CH2:14]([O:13][C:11](=[O:12])[CH2:10][O:9][C:8]1[C:7]([C:24]2[CH:29]=[CH:28][CH:27]=[CH:26][CH:25]=2)=[CH:6][C:5]([OH:4])=[CH:17][C:16]=1[C:18]1[CH:19]=[CH:20][CH:21]=[CH:22][CH:23]=1)[CH3:15]. Reported procedure: Ethyl 4-acetoxy-2,6-diphenylphenoxyacetate (7.2 g, 18.5 mmol) was dissolved in wet toluene (400 ml) and a catalyst (25 g SiO2 treated with a solution of 2 g 4-toluenesulfonic acid in 10 ml acetone and evaporated in vacuo) was added. The mixture was stirred and heated at 100° C. for 6 h, cooled and filtered through a column of silica gel (50 g). Elution with benzene afforded 3.6 g (56%) of (2,6-diphenyl-4-hydroxy-phenoxy)-acetic acid ethyl ester as white crystals, which were recrystallized from b...